From a dataset of the Open Reaction Database (ORD), a public repository of structured organic reaction records. describe an organic reaction: reactants, conditions, products, and yield The reactants are CN(C=1C2=C(SC1C(=O)OC)C=CC(=C2)SC)C (methyl 3-dimethylamino-5-(methylthio)benzo[b]thiophene-2-carboxylate), [NH2-].[Li+] (lithium amide). The product is CN(C=1C2=C(SC1C(=O)N)C=CC(=C2)SC)C (3-Dimethylamino-5-(methylthio)benzo[b]thiophene-2-carboxamide). Isolated yield 64.0%. RXN SMILES: [CH3:1][N:2]([CH3:18])[C:3]1[C:4]2[CH:15]=[C:14]([S:16][CH3:17])[CH:13]=[CH:12][C:5]=2[S:6][C:7]=1[C:8](OC)=[O:9].[NH2-:19].[Li+]>>[CH3:1][N:2]([CH3:18])[C:3]1[C:4]2[CH:15]=[C:14]([S:16][CH3:17])[CH:13]=[CH:12][C:5]=2[S:6][C:7]=1[C:8]([NH2:19])=[O:9] |f:1.2|. Procedure details: Prepared from methyl 3-dimethylamino-5-(methylthio)benzo[b]thiophene-2-carboxylate by reaction with lithium amide as described in Example 19. Purification of the crude product by flash chromatography (silica gel, elution with 30% ethyl acetate in hexane) gives 64% of product; mp=140°-142° C. Reactants: C(C)(C)(C)OC(=O)NC1=NC=CC(=C1)CSC1=NC=CC=C1C1=NN=C(O1)NC1=CC=CC=C1 (5-(2-(2-t-butoxycarbonylaminopyridin-4-yl) methylthiopyridin-3-yl)-N-phenyl-1,3,4-oxadiazol-2-amine), Cl (hydrogen chloride). Run in O1CCOCC1 (dioxane), O1CCOCC1 (dioxane). The product is Cl.NC1=NC=CC(=C1)CSC1=NC=CC=C1C1=NN=C(O1)NC1=CC=CC=C1 (5-(2-(2-Aminopyridin-4-yl)methylthiopyridin-3-yl)-N-phenyl-1,3,4-oxadiazol-2-amine hydrochloride). Reaction SMILES: C(OC([NH:8][C:9]1[CH:14]=[C:13]([CH2:15][S:16][C:17]2[C:22]([C:23]3[O:27][C:26]([NH:28][C:29]4[CH:34]=[CH:33][CH:32]=[CH:31][CH:30]=4)=[N:25][N:24]=3)=[CH:21][CH:20]=[CH:19][N:18]=2)[CH:12]=[CH:11][N:10]=1)=O)(C)(C)C.[ClH:35]>O1CCOCC1>[ClH:35].[NH2:8][C:9]1[CH:14]=[C:13]([CH2:15][S:16][C:17]2[C:22]([C:23]3[O:27][C:26]([NH:28][C:29]4[CH:34]=[CH:33][CH:32]=[CH:31][CH:30]=4)=[N:25][N:24]=3)=[CH:21][CH:20]=[CH:19][N:18]=2)[CH:12]=[CH:11][N:10]=1 |f:3.4|. Procedure: To a solution of 5-(2-(2-t-butoxycarbonylaminopyridin-4-yl) methylthiopyridin-3-yl)-N-phenyl-1,3,4-oxadiazol-2-amine (140 mg, 0.30 mmol; Compound 1-(7)) in dioxane (1.0 mL) was added a 4M dioxane solution of hydrogen chloride (1.0 mL, 4.0 mmol) at room temperature and then the mixture was stirred over night. The precipitated solid was filtered off to give 130 mg (quantitative) of the titled compound as a colorless solid. Reactants: CC(C)O, OCC1CC(n2cc(I)c3c(Cl)ncnc32)C1, N, C1COCCO1. Yields the product Nc1ncnc2c1c(I)cn2C1CC(CO)C1. Reaction SMILES: [CH:25]([OH:26])([CH3:27])[CH3:28].[Cl:2][c:3]1[c:4]2[c:5]([n:6][cH:7][n:8]1)[n:9]([CH:13]1[CH2:14][CH:15]([CH2:17][OH:18])[CH2:16]1)[cH:10][c:11]2[I:12].[NH3:1].[O:19]1[CH2:20][CH2:21][O:22][CH2:23][CH2:24]1>>[NH2:1][c:3]1[c:4]2[c:5]([n:6][cH:7][n:8]1)[n:9]([CH:13]1[CH2:14][CH:15]([CH2:17][OH:18])[CH2:16]1)[cH:10][c:11]2[I:12]. Reactants: COC=1C=C2C(=CC=NC2=CC1OC)OC1=CC=C(C=C1)N (6,7-Dimethoxy-4-(4-aminophenoxy)quinoline), ClC=1C(=C(C=CC1)N=C=O)OC (3-chloro-2-methoxyphenyl isocyanate). The solvent is C1(=CC=CC=C1)C (toluene). Product: ClC=1C(=C(C=CC1)NC(=O)NC1=CC=C(C=C1)OC1=CC=NC2=CC(=C(C=C12)OC)OC)OC (N-(3-Chloro-2-methoxyphenyl)-N'-{4-[(6,7-dimethoxy-4-quinolyl)oxy]phenyl}urea). Isolated yield 80.0%. Reaction SMILES: [CH3:1][O:2][C:3]1[CH:4]=[C:5]2[C:10](=[CH:11][C:12]=1[O:13][CH3:14])[N:9]=[CH:8][CH:7]=[C:6]2[O:15][C:16]1[CH:21]=[CH:20][C:19]([NH2:22])=[CH:18][CH:17]=1.[Cl:23][C:24]1[C:25]([O:33][CH3:34])=[C:26]([N:30]=[C:31]=[O:32])[CH:27]=[CH:28][CH:29]=1>C1(C)C=CC=CC=1>[Cl:23][C:24]1[C:25]([O:33][CH3:34])=[C:26]([NH:30][C:31]([NH:22][C:19]2[CH:18]=[CH:17][C:16]([O:15][C:6]3[C:5]4[C:10](=[CH:11][C:12]([O:13][CH3:14])=[C:3]([O:2][CH3:1])[CH:4]=4)[N:9]=[CH:8][CH:7]=3)=[CH:21][CH:20]=2)=[O:32])[CH:27]=[CH:28][CH:29]=1. Procedure: 6,7-Dimethoxy-4-(4-aminophenoxy)quinoline (58 mg) was dissolved in toluene (5 ml) with heat, 3-chloro-2-methoxyphenyl isocyanate (0.1 ml) was added, and the admixture was refluxed with heat for 22 minutes. The resulting residue was purified by column chromatography on silica gel eluting with chloroform/acetone (10/1) to obtain 75 mg of the title compound (yield: 80%). Reactants: CC(=O)O, O=[N+]([O-])c1ccc(S(=O)(=O)N2CCCC(c3ccc(Cl)c(Cl)c3)=N2)cc1, [Fe]. Reaction SMILES: [CH3:27][C:28](=[O:29])[OH:30].[Cl:1][c:2]1[cH:3][c:4]([C:9]2=[N:10][N:11]([S:15](=[O:16])(=[O:17])[c:18]3[cH:19][cH:20][c:21]([N+:24]([O-:25])=[O:26])[cH:22][cH:23]3)[CH2:12][CH2:13][CH2:14]2)[cH:5][cH:6][c:7]1[Cl:8].[Fe:31]>>[Cl:1][c:2]1[cH:3][c:4]([C:9]2=[N:10][N:11]([S:15](=[O:16])(=[O:17])[c:18]3[cH:19][cH:20][c:21]([NH2:24])[cH:22][cH:23]3)[CH2:12][CH2:13][CH2:14]2)[cH:5][cH:6][c:7]1[Cl:8]. The product is Nc1ccc(S(=O)(=O)N2CCCC(c3ccc(Cl)c(Cl)c3)=N2)cc1. Starting materials: FC(N1C=C(C(C2=CC3=C(C=C12)OCO3)=O)C(=O)OCC)F (1-difluoromethyl-6,7-methylenedioxy-1,4-dihydro-4-oxo-3-quinolinecarboxylic acid, ethyl ester), Cl (hydrochloric acid). Solvent: O (water). Yields the product FC(N1C=C(C(C2=CC3=C(C=C12)OCO3)=O)C(=O)O)F (1-Difluoromethyl-6,7-methylenedioxy-1,4-dihydro-4-oxo-3-quinolinecarboxylic acid). The yield is 97.9%. RXN SMILES: [F:1][CH:2]([F:22])[N:3]1[C:12]2[C:7](=[CH:8][C:9]3[O:15][CH2:14][O:13][C:10]=3[CH:11]=2)[C:6](=[O:16])[C:5]([C:17]([O:19]CC)=[O:18])=[CH:4]1.Cl>O>[F:22][CH:2]([F:1])[N:3]1[C:12]2[C:7](=[CH:8][C:9]3[O:15][CH2:14][O:13][C:10]=3[CH:11]=2)[C:6](=[O:16])[C:5]([C:17]([OH:19])=[O:18])=[CH:4]1. Procedure: A mixture of 27.5 g of 1-difluoromethyl-6,7-methylenedioxy-1,4-dihydro-4-oxo-3-quinolinecarboxylic acid, ethyl ester and 600 ml of 6N hydrochloric acid is heated under reflux for 1.5 hours. The mixture is diluted with 1 liter of water, cooled, and filtered. The solid product is triturated with cold ethanol and filtered to give 24.5 g of the desired product, m.p. 327°-8° C. (dec). Starting materials: O=C1N(C(C2=CC=CC=C12)=O)[C@@H](CC=1C(=C(C(=O)OC(C)(C)C)C=CC1)OC)B1OC2(C3C(C(CC2O1)C3)(C)C)C (tert-butyl 3-((2R)-2-(1,3-dioxoisoindolin-2-yl)-2-(2,9,9-trimethyl-3,5-dioxa-4-bora-tricyclo[6.1.1.02,6]dec-4-yl)ethyl)-2-methoxybenzoate), B(Cl)(Cl)Cl (BCl3). Yields the product O=C1N(C(C2=CC=CC=C12)=O)[C@@H]1B(OC2=C(C1)C=CC=C2C(=O)O)O ((R)-3-(1,3-dioxoisoindolin-2-yl)-2-hydroxy-3,4-dihydro-2H-benzo[e][1,2]oxaborinine-8-carboxylic acid). RXN SMILES: [O:1]=[C:2]1[C:10]2[C:5](=[CH:6][CH:7]=[CH:8][CH:9]=2)[C:4](=[O:11])[N:3]1[C@H:12]([B:29]1[O:37]C2C(C)(C3CC(C2)C3(C)C)[O:30]1)[CH2:13][C:14]1[C:15](OC)=[C:16]([CH:24]=[CH:25][CH:26]=1)[C:17]([O:19]C(C)(C)C)=[O:18].B(Cl)(Cl)Cl>>[O:11]=[C:4]1[C:5]2[C:10](=[CH:9][CH:8]=[CH:7][CH:6]=2)[C:2](=[O:1])[N:3]1[C@H:12]1[CH2:13][C:14]2[CH:26]=[CH:25][CH:24]=[C:16]([C:17]([OH:19])=[O:18])[C:15]=2[O:37][B:29]1[OH:30]. Procedure: Prepared from tert-butyl 3-((2R)-2-(1,3-dioxoisoindolin-2-yl)-2-(2,9,9-trimethyl-3,5-dioxa-4-bora-tricyclo[6.1.1.02,6]dec-4-yl)ethyl)-2-methoxybenzoate and BCl3 following the procedure described in Step 2 of Example 3. ESI-MS m/z 338 (MH)+. Reactants: C1(CCCCC1)NC(=O)NC=1N=C2C(=NC1)N(C=C2C(=C)C)COCC[Si](C)(C)C (1-cyclohexyl-3-[7-isopropenyl-5-(2-trimethylsilanyl-ethoxymethyl)-5H-pyrrolo[2,3-b]pyrazin-2-yl]-urea). The reagents and catalysts are [Pd] (Pd/C). Run in CO (MeOH). Product: C1(CCCCC1)NC(=O)NC=1N=C2C(=NC1)N(C=C2C(C)C)COCC[Si](C)(C)C (1-Cyclohexyl-3-[7-isopropyl-5-(2-trimethylsilanyl-ethoxymethyl)-5H-pyrrolo[2,3-b]pyrazin-2-yl]-urea). Reaction SMILES: [CH:1]1([NH:7][C:8]([NH:10][C:11]2[N:12]=[C:13]3[C:19]([C:20]([CH3:22])=[CH2:21])=[CH:18][N:17]([CH2:23][O:24][CH2:25][CH2:26][Si:27]([CH3:30])([CH3:29])[CH3:28])[C:14]3=[N:15][CH:16]=2)=[O:9])[CH2:6][CH2:5][CH2:4][CH2:3][CH2:2]1>CO.[Pd]>[CH:1]1([NH:7][C:8]([NH:10][C:11]2[N:12]=[C:13]3[C:19]([CH:20]([CH3:21])[CH3:22])=[CH:18][N:17]([CH2:23][O:24][CH2:25][CH2:26][Si:27]([CH3:30])([CH3:29])[CH3:28])[C:14]3=[N:15][CH:16]=2)=[O:9])[CH2:6][CH2:5][CH2:4][CH2:3][CH2:2]1. Procedure: The mixture of 1-cyclohexyl-3-[7-isopropenyl-5-(2-trimethylsilanyl-ethoxymethyl)-5H-pyrrolo[2,3-b]pyrazin-2-yl]-urea (70 mg, 0.163 mmol) and Pd/C (17 mg, 0.016 mmol) in MeOH (1.6 mL) was shaked under 50 psi of H2 atmosphere overnight, filtered through a pad of celite, and washed with MeOH. The filtrate was concentrated to give crude 1-Cyclohexyl-3-[7-isopropyl-5-(2-trimethylsilanyl-ethoxymethyl)-5H-pyrrolo[2,3-b]pyrazin-2-yl]-urea, which was dissolved in a solution of HCl in AcOH (1M, 1.6 mL). T...